From a dataset of the Open Reaction Database (ORD), a public repository of structured organic reaction records. describe an organic reaction: reactants, conditions, products, and yield The reactants are CC(C)O, O=C(O)CCc1nc(-c2ccc(Cl)cc2)co1, O, O=S(=O)(O)O. The product is CC(C)OC(=O)CCc1nc(-c2ccc(Cl)cc2)co1. Reaction SMILES: [CH:18]([CH3:19])([CH3:20])[OH:21].[Cl:1][c:2]1[cH:3][cH:4][c:5](-[c:8]2[n:9][c:10]([CH2:13][CH2:14][C:15](=[O:16])[OH:17])[o:11][cH:12]2)[cH:6][cH:7]1.[OH2:27].[S:22](=[O:23])(=[O:24])([OH:25])[OH:26]>>[Cl:1][c:2]1[cH:3][cH:4][c:5](-[c:8]2[n:9][c:10]([CH2:13][CH2:14][C:15](=[O:16])[O:17][CH:18]([CH3:19])[CH3:20])[o:11][cH:12]2)[cH:6][cH:7]1. As a reaction SMILES: [CH2:1]([O:13][CH2:14][CH:15]([CH2:17][O:18][C:19]([C:32]1[CH:37]=[CH:36][CH:35]=[CH:34][CH:33]=1)([C:26]1[CH:31]=[CH:30][CH:29]=[CH:28][CH:27]=1)[C:20]1[CH:25]=[CH:24][CH:23]=[CH:22][CH:21]=1)[OH:16])[CH2:2][CH2:3][CH2:4][CH2:5][CH2:6][CH2:7][CH2:8][CH2:9][CH2:10][CH2:11][CH3:12].N1C=CC=CC=1.Cl[C:45]([O:47][CH3:48])=[O:46]>C(Cl)Cl>[CH2:1]([O:13][CH2:14][CH:15]([CH2:17][O:18][C:19]([C:32]1[CH:33]=[CH:34][CH:35]=[CH:36][CH:37]=1)([C:26]1[CH:27]=[CH:28][CH:29]=[CH:30][CH:31]=1)[C:20]1[CH:21]=[CH:22][CH:23]=[CH:24][CH:25]=1)[O:16][C:45]([O:47][CH3:48])=[O:46])[CH2:2][CH2:3][CH2:4][CH2:5][CH2:6][CH2:7][CH2:8][CH2:9][CH2:10][CH2:11][CH3:12]. The product is C(CCCCCCCCCCC)OCC(OC(=O)OC)COC(C1=CC=CC=C1)(C1=CC=CC=C1)C1=CC=CC=C1 ((rac)-1-O-dodecyl-2-O-methoxycarbonyl-3-O-trityl-glycerol). Run at time 3 hour. The solvent is C(Cl)Cl (methylene chloride), C(Cl)Cl (methylenechloride). Procedure details: To a solution of (rac)-1-O-dodecyl-3-O-trityl-glycerol (16.0 g) and dry pyridine (7.54 g) in dry methylenechloride (200 ml) was added, dropwise over 20 minutes, a solution of methyl chloroformate (5.70 g) in dry methylene chloride (40 ml) at 5° C. After 3 hours, the solution was allowed to stand for 17 hours at ambient temperature, and then washed with aqueous hydrochloric acid and water, dried, and evaporated. The residue was purified by column chromatography on silica gel (240 g, elution by ch... The reactants are C(CCCCCCCCCCC)OCC(O)COC(C1=CC=CC=C1)(C1=CC=CC=C1)C1=CC=CC=C1 ((rac)-1-O-dodecyl-3-O-trityl-glycerol), N1=CC=CC=C1 (pyridine), ClC(=O)OC (methyl chloroformate). Yield: 97.1%.